From a dataset of the Open Reaction Database (ORD), a public repository of structured organic reaction records. describe an organic reaction: reactants, conditions, products, and yield Reactants: C(C(=O)C)C=1C(NCCCC1C1=CC(=CC=C1)OC)=O (3-acetonyl-4-(3-methoxyphenyl)-1,5,6,7-tetrahydro-2H-azepinone), N1CCCC1 (pyrrolidine), O.C1(=CC=C(C=C1)S(=O)(=O)O)C (p-toluenesulfonic acid hydrate), O (water). Run in C1=CC=CC=C1 (benzene). The product is N1(CCCC1)C(CC=1C(NCCCC1C1=CC(=CC=C1)OC)=O)C (3-(2-pyrrolidinopropyl)-4-(3-methoxyphenyl)-1,5,6,7-tetrahydro-2H-azepinone). Reaction SMILES: [CH2:1]([C:5]1[C:6](=[O:20])[NH:7][CH2:8][CH2:9][CH2:10][C:11]=1[C:12]1[CH:17]=[CH:16][CH:15]=[C:14]([O:18][CH3:19])[CH:13]=1)[C:2]([CH3:4])=O.[NH:21]1[CH2:25][CH2:24][CH2:23][CH2:22]1.O.C1(C)C=CC(S(O)(=O)=O)=CC=1.O>C1C=CC=CC=1>[N:21]1([CH:2]([CH3:4])[CH2:1][C:5]2[C:6](=[O:20])[NH:7][CH2:8][CH2:9][CH2:10][C:11]=2[C:12]2[CH:17]=[CH:16][CH:15]=[C:14]([O:18][CH3:19])[CH:13]=2)[CH2:25][CH2:24][CH2:23][CH2:22]1 |f:2.3|. Reported procedure: The solution of 1.36 g of 3-acetonyl-4-(3-methoxyphenyl)-1,5,6,7-tetrahydro-2H-azepinone, 0.52 g of pyrrolidine and 0.1 g of p-toluenesulfonic acid hydrate in 10 ml of benzene is refluxed with water separation for 4 hours and evaporated. The residue is dissolved in 15 ml of ethanol and the solution hydrogenated over 0.1 g of platinum oxide at atmospheric pressure and room temperature. The mixture is filtered, the filtrate evaporated and the resulting oil dissolved in 2 N hydrochloric acid. The s... Reactants: Cl (hydrochloric acid), O1CCN(CC1)C(=O)C=1C=C2CCC(NC2=CC1)=O (6-morpholinocarbonyl-3,4-dihydrocarbostyril), COC=1C=C(CN)C=CC1OC (3,4-dimethoxybenzylamine), Cl (hydrochloride). Product: Cl.COC=1C=C(CN2CCN(CC2)C(=O)C=2C=C3CCC(NC3=CC2)=O)C=CC1OC (6-[4-(3,4-dimethoxybenzyl)-1-piperazinylcarbonyl]-3,4-dihydrocarbostyril monohydrochloride). As a reaction SMILES: O1[CH2:6][CH2:5][N:4]([C:7]([C:9]2[CH:10]=[C:11]3[C:16](=[CH:17][CH:18]=2)[NH:15][C:14](=[O:19])[CH2:13][CH2:12]3)=[O:8])[CH2:3][CH2:2]1.[CH3:20][O:21][C:22]1[CH:23]=[C:24]([CH:27]=[CH:28][C:29]=1[O:30][CH3:31])[CH2:25][NH2:26].[ClH:32]>>[ClH:32].[CH3:20][O:21][C:22]1[CH:23]=[C:24]([CH:27]=[CH:28][C:29]=1[O:30][CH3:31])[CH2:25][N:26]1[CH2:6][CH2:5][N:4]([C:7]([C:9]2[CH:10]=[C:11]3[C:16](=[CH:17][CH:18]=2)[NH:15][C:14](=[O:19])[CH2:13][CH2:12]3)=[O:8])[CH2:3][CH2:2]1 |f:3.4|. Reported procedure: 2.62 Grams of 6-morpholinocarbonyl-3,4-dihydrocarbostyril and 17.9 g of 3,4-dimethoxybenzylamine were placed in a sealed tube and heated at 170°-200° C. for 5 hours. Then 3,4-dimethoxybenzylamine was removed by distillation under a reduced pressure and the residue thus obtained was treated by means of a silica gel column chromatography, and the objective product was changed to a hydrochloride by adding concentrated hydrochloric acid. Recrystallized from methanol-water to obtain 0.35 g of 6-[4-(3... Reactants: CC(=O)OC(C)=O, [Na], O=S(=O)(O)CCCO. As a reaction SMILES: [CH3:10][C:11](=[O:12])[O:13][C:14](=[O:15])[CH3:16].[Na:1].[OH:2][CH2:3][CH2:4][CH2:5][S:6](=[O:7])(=[O:8])[OH:9]>>[Na:1].[O:2]([CH2:3][CH2:4][CH2:5][S:6](=[O:7])(=[O:8])[OH:9])[C:11]([CH3:10])=[O:12]. Product: [Na], CC(=O)OCCCS(=O)(=O)O. Starting materials: FC=1C=CC(=C(C1)NC1CC(C1)C#N)[N+](=O)[O-] (3-(5-fluoro-2-nitrophenylamino)cyclobutanecarbonitrile), [Cl-].[NH4+] (ammonium chloride). The reagents and catalysts are [Fe] (iron). The solvent is CO (methanol), O (water). Conditions: temperature 90 celsius, time 2 hour. Product: NC1=C(C=C(C=C1)F)NC1CC(C1)C#N (3-(2-Amino-5-fluorophenylamino)cyclobutanecarbonitrile). Yield: 78.7%. RXN SMILES: [F:1][C:2]1[CH:3]=[CH:4][C:5]([N+:15]([O-])=O)=[C:6]([NH:8][CH:9]2[CH2:12][CH:11]([C:13]#[N:14])[CH2:10]2)[CH:7]=1.[Cl-].[NH4+]>CO.O.[Fe]>[NH2:15][C:5]1[CH:4]=[CH:3][C:2]([F:1])=[CH:7][C:6]=1[NH:8][CH:9]1[CH2:10][CH:11]([C:13]#[N:14])[CH2:12]1 |f:1.2|. Procedure details: A mixture of 3-(5-fluoro-2-nitrophenylamino)cyclobutanecarbonitrile (0.38 g, 1.61 mmol), iron powder (0.36 g, 6.44 mmol) and ammonium chloride (0.50 g, 9.66 mmol) in methanol (10 mL) and water (4 mL) was stirred at 90° C. for 2 hours. After cooling the solid material was filtered off and the solution was concentrated in vacuo. The residue was partitioned between ethyl acetate (3×) and water, then the combined organic layers were washed with brine, dried (Na2SO4) and concentrated in vacuo to give... The reactants are BrC1=CC(=C(N)C=C1OCC1CCC1)[N+](=O)[O-] (4-bromo-5-(cyclobutylmethoxy)-2-nitroaniline), CCOC(=O)C.CO (EtOAc MeOH), [NH4+].[Cl-] (NH4Cl). The reagents and catalysts are [Zn] (zinc). Solvent: CCOC(=O)C (EtOAc). Run at temperature 0 celsius, time 2 hour. Product: BrC=1C=C(C(=CC1OCC1CCC1)N)N (4-Bromo-5-(cyclobutylmethoxy)benzene-1,2-diamine). The yield is 110.0%. As a reaction SMILES: [Br:1][C:2]1[C:8]([O:9][CH2:10][CH:11]2[CH2:14][CH2:13][CH2:12]2)=[CH:7][C:5]([NH2:6])=[C:4]([N+:15]([O-])=O)[CH:3]=1.CCOC(C)=O.CO.[NH4+].[Cl-]>CCOC(C)=O.[Zn]>[Br:1][C:2]1[CH:3]=[C:4]([NH2:15])[C:5]([NH2:6])=[CH:7][C:8]=1[O:9][CH2:10][CH:11]1[CH2:14][CH2:13][CH2:12]1 |f:1.2,3.4|. Procedure details: To a solution of 4-bromo-5-(cyclobutylmethoxy)-2-nitroaniline (1.027 g, 3.410 mmol) ion 1:1 EtOAc/MeOH (40. mL) was added saturated aqueous solution of NH4Cl (3.0 mL). The suspension was cooled to 0° C. using an ice bath, and zinc powder (1.8 g, 28 mmol) was added in three portions over 10 minutes. The reaction mixture was allowed to warm to room temperature and stirred for 2 h. The reaction mixture was then warmed to 55° C., and the reaction mixture was stirred for an additional 1 h at that tem... The reactants are BrC=1C=C2C=CN(C2=CC1)CC1=CC=C(C=C1)C(C)(C)C (5-bromo-1-[4-(tert-butyl)benzyl]-1H-indole), ClC=1C=C(C=CC1)B(O)O (3-chlorophenylboronic acid). Yields the product C(C)(C)(C)C1=CC=C(CN2C=CC3=CC(=CC=C23)C2=CC(=CC=C2)Cl)C=C1 (1-[4-(tert-Butyl)benzyl]-5-(3-chlorophenyl)-1H-indole). RXN SMILES: Br[C:2]1[CH:3]=[C:4]2[C:8](=[CH:9][CH:10]=1)[N:7]([CH2:11][C:12]1[CH:17]=[CH:16][C:15]([C:18]([CH3:21])([CH3:20])[CH3:19])=[CH:14][CH:13]=1)[CH:6]=[CH:5]2.[Cl:22][C:23]1[CH:24]=[C:25](B(O)O)[CH:26]=[CH:27][CH:28]=1>>[C:18]([C:15]1[CH:14]=[CH:13][C:12]([CH2:11][N:7]2[C:8]3[C:4](=[CH:3][C:2]([C:27]4[CH:26]=[CH:25][CH:24]=[C:23]([Cl:22])[CH:28]=4)=[CH:10][CH:9]=3)[CH:5]=[CH:6]2)=[CH:17][CH:16]=1)([CH3:21])([CH3:20])[CH3:19]. Reported procedure: The title compound was prepared from 5-bromo-1-[4-(tert-butyl)benzyl]-1H-indole (Step 1 of Example 34) and 3-chlorophenylboronic acid in substantially the same manner, as described in Step 2 of Example 25. The product was obtained as an oil. Mass spectrum (ESI, [M+H]+) m/z 374. 1HNMR (400 MHz, DMSO-d6): δ 7.86 (d, 1H, J=1.53 Hz), 7.68 (dd, 1H, J=1.84 and 1.83 Hz), 7.61 (d, 1H, J=7.79 Hz), 7.43 (d, 1H, J=8.40 Hz), 7.36 (d, 1H, J=8.55 Hz), 7.55-7.54 (m, 2H), 7.46-7.41 (m, 2H), 7.34 (d, 1H, J=1.07 ...